Dataset: the Open Reaction Database (ORD), a public repository of structured organic reaction records. Task: describe an organic reaction: reactants, conditions, products, and yield Reactants: OC(CCCCCCCCCCC(=O)O)CCCCCC (12-hydroxystearic acid), glyceride, O.[OH-].[Li+] (lithium hydroxide monohydrate). The product is OC(C(=O)[O-])CCCCCCCCCCCCCCCC.[Li+] (lithium hydroxystearate). Reaction SMILES: O[CH:2]([CH2:16][CH2:17][CH2:18][CH2:19][CH2:20][CH3:21])[CH2:3][CH2:4][CH2:5][CH2:6][CH2:7][CH2:8][CH2:9][CH2:10][CH2:11][CH2:12][C:13]([OH:15])=[O:14].[OH2:22].[OH-].[Li+:24]>>[OH:22][CH:12]([CH2:11][CH2:10][CH2:9][CH2:8][CH2:7][CH2:6][CH2:5][CH2:4][CH2:3][CH2:2][CH2:16][CH2:17][CH2:18][CH2:19][CH2:20][CH3:21])[C:13]([O-:15])=[O:14].[Li+:24] |f:1.2.3,4.5|. Reported procedure: A lithium hydroxystearate grease thickener was prepared by saponification of a mixture containing about 8% by weight of 12-hydroxystearic acid and 9% by weight of the glyceride thereof, with lithium hydroxide monohydrate (2.5%) in a mineral oil vehicle (about 76%) at about 177° C. and final pressure of about 110 psig in a closed contactor. All percentages were percentages by weight of the total weight of the thickener. Reactants: OC1=CC(=C(C=C1)C(CC(=O)OC)CCCC)OC (methyl 3-(4-hydroxy-2-methoxyphenyl)heptanoate), BrCCCBr (1,3-dibromopropane). Product: BrCCCOC1=CC(=C(C=C1)C(CC(=O)OC)CCCC)OC (methyl 3-[4-(3-bromopropoxy)-2-methoxyphenyl]heptanoate). As a reaction SMILES: [OH:1][C:2]1[CH:7]=[CH:6][C:5]([CH:8]([CH2:14][CH2:15][CH2:16][CH3:17])[CH2:9][C:10]([O:12][CH3:13])=[O:11])=[C:4]([O:18][CH3:19])[CH:3]=1.[Br:20][CH2:21][CH2:22][CH2:23]Br>>[Br:20][CH2:21][CH2:22][CH2:23][O:1][C:2]1[CH:7]=[CH:6][C:5]([CH:8]([CH2:14][CH2:15][CH2:16][CH3:17])[CH2:9][C:10]([O:12][CH3:13])=[O:11])=[C:4]([O:18][CH3:19])[CH:3]=1. Procedure details: Following a similar procedure to that described in Preparation 45A(i), but using methyl 3-(4-hydroxy-2-methoxyphenyl)heptanoate (prepared as described in Preparation 58A) and 1,3-dibromopropane, methyl 3-[4-(3-bromopropoxy)-2-methoxyphenyl]heptanoate was obtained as an oily substance.